Dataset: the Open Reaction Database (ORD), a public repository of structured organic reaction records. Task: describe an organic reaction: reactants, conditions, products, and yield Starting materials: SC1=NC2=C(N1)C=CC=C2 (2-mercapto-1H-benzimidazole), Cl.ClCC1=NC=CC(=C1C)SCC=1OC(=CC1)CN(C)C (2-chloromethyl-4-{[(5-dimethylaminomethyl-2-furyl)methyl]thio}-3-methylpyridine hydrochloride). Yields the product CN(C)CC1=CC=C(O1)CSC1=C(C(=NC=C1)CSC1=NC2=C(N1)C=CC=C2)C (2-{[[4-[(5-Dimethylaminomethyl-2-furyl)methylthio]- 3-methyl-2-pyridinyl]methyl]thio}-1H-benzimidazole). RXN SMILES: [SH:1][C:2]1[NH:6][C:5]2[CH:7]=[CH:8][CH:9]=[CH:10][C:4]=2[N:3]=1.Cl.Cl[CH2:13][C:14]1[C:19]([CH3:20])=[C:18]([S:21][CH2:22][C:23]2[O:24][C:25]([CH2:28][N:29]([CH3:31])[CH3:30])=[CH:26][CH:27]=2)[CH:17]=[CH:16][N:15]=1>>[CH3:31][N:29]([CH2:28][C:25]1[O:24][C:23]([CH2:22][S:21][C:18]2[CH:17]=[CH:16][N:15]=[C:14]([CH2:13][S:1][C:2]3[NH:6][C:5]4[CH:7]=[CH:8][CH:9]=[CH:10][C:4]=4[N:3]=3)[C:19]=2[CH3:20])=[CH:27][CH:26]=1)[CH3:30] |f:1.2|. Reported procedure: Following the procedure described in Example 1, the reaction of 2-mercapto-1H-benzimidazole with 2-chloromethyl-4-{[(5-dimethylaminomethyl-2-furyl)methyl]thio}-3-methylpyridine hydrochloride gives the title compound after chromatography on silica gel (dichloromethane/methanol/triethylamine 9:1:0.1 to 2:1:0.1).